This data is from the Open Reaction Database (ORD), a public repository of structured organic reaction records. The task is: describe an organic reaction: reactants, conditions, products, and yield Starting materials: CSC=1C=C(C=CC1)I (3-methylthioiodobenzene), [N+](=O)([O-])C1=C(C=CC=C1)Br (2-nitrobromobenzene). The reagents and catalysts are [Cu] (copper). Reaction conditions: temperature 120 celsius. Yields the product CSC=1C=C(C=CC1)C1=C(C=CC=C1)[N+](=O)[O-] (3'-methylthio-2-nitrobiphenyl). As a reaction SMILES: [CH3:1][S:2][C:3]1[CH:4]=[C:5](I)[CH:6]=[CH:7][CH:8]=1.[N+:10]([C:13]1[CH:18]=[CH:17][CH:16]=[CH:15][C:14]=1Br)([O-:12])=[O:11]>[Cu]>[CH3:1][S:2][C:3]1[CH:4]=[C:5]([C:14]2[CH:15]=[CH:16][CH:17]=[CH:18][C:13]=2[N+:10]([O-:12])=[O:11])[CH:6]=[CH:7][CH:8]=1. Procedure details: A mixture of 3-methylthioiodobenzene (30 g), 2-nitrobromobenzene (24 g) and copper powder (23 g) was heated at 120° C. for 34 hours to yield a residue which was purified by chromatography on a silica column eluted with hexane to give 3'-methylthio-2-nitrobiphenyl (m.p. 42°-43° C.). The reactants are C(C)(=O)N1C(CC2=CC=CC=C12)=O (1-acetyl-2-indolinone), C(C)(=O)N1C(CC2=CC=CC=C12)=O (1-acetyl-2-indolinone), C(C)OC(C)=O (ethylacetate). Product: C(C)(=O)N1C(C(C2=CC=CC=C12)=C(C1=CC=CC=C1)OCC)=O (1-acetyl-3-{1-ethoxy-1-phenylmethylidene}-2-indolinone). Reaction SMILES: [C:1]([N:4]1[C:12]2[C:7](=[CH:8][CH:9]=[CH:10][CH:11]=2)[CH2:6][C:5]1=[O:13])(=[O:3])[CH3:2].[CH2:14]([O:16][C:17](=O)[CH3:18])[CH3:15]>>[C:1]([N:4]1[C:12]2[C:7](=[CH:8][CH:9]=[CH:10][CH:11]=2)[C:6](=[C:14]([O:16][CH2:17][CH3:18])[C:15]2[CH:9]=[CH:8][CH:7]=[CH:6][CH:5]=2)[C:5]1=[O:13])(=[O:3])[CH3:2]. Reported procedure: Yield: about 67% of theory, the product contains about 25 to 34% of 1-acetyl-2-indolinone. Melting point: 123-129° C. (with an amount of 34% of 1-acetyl-2-indolinone). An insoluble fraction is isolated from the above mixture by combining with ethylacetate, extracting with dilute aqueous sodium carbonate solution and with water and by filtering, this fraction being the pure product. Melting point: 187-189° C.; C19H17NO3 ; Calc.: C, 74.25; H, 5.57; N, 4.56; Found: 73.95; 5.57; 4.53. Run in CN(C=O)C (N,N-dimethylformamide). Procedure details: 545 mg sodium hydride (60% in mineral oil) are added to 2.77 g N-(5-tert-butyl-3-methanesulphonylamino-2-methoxy-phenyl)-3-hydroxy-4-methyl-benzamide in 15 ml N,N-dimethylformamide under an argon atmosphere and while cooling with an ice bath, and the reaction mixture is stirred at ambient temperature until no further hydrogen development can be detected. Then 1.63 g 2-chloro-4-iodopyridine are added, and the reaction mixture is stirred overnight at 110° C. After cooling to ambient temperature th... Reactants: ClC1=NC=CC(=C1)I (2-chloro-4-iodopyridine), [H-].[Na+] (sodium hydride), C(C)(C)(C)C=1C=C(C(=C(C1)NC(C1=CC(=C(C=C1)C)O)=O)OC)NS(=O)(=O)C (N-(5-tert-butyl-3-methanesulphonylamino-2-methoxy-phenyl)-3-hydroxy-4-methyl-benzamide), [H][H] (hydrogen). Yields the product C(C)(C)(C)C=1C=C(C(=C(C1)NC(C1=CC(=C(C=C1)C)OC1=CC(=NC=C1)Cl)=O)OC)NS(=O)(=O)C (N-(5-tert-butyl-3-methanesulphonylamino-2-methoxy-phenyl)-3-(2-chloro-pyridin-4-yloxy)-4-methyl-benzamide). As a reaction SMILES: [H-].[Na+].[C:3]([C:7]1[CH:8]=[C:9]([NH:26][S:27]([CH3:30])(=[O:29])=[O:28])[C:10]([O:24][CH3:25])=[C:11]([NH:13][C:14](=[O:23])[C:15]2[CH:20]=[CH:19][C:18]([CH3:21])=[C:17]([OH:22])[CH:16]=2)[CH:12]=1)([CH3:6])([CH3:5])[CH3:4].[H][H].[Cl:33][C:34]1[CH:39]=[C:38](I)[CH:37]=[CH:36][N:35]=1>CN(C)C=O>[C:3]([C:7]1[CH:8]=[C:9]([NH:26][S:27]([CH3:30])(=[O:29])=[O:28])[C:10]([O:24][CH3:25])=[C:11]([NH:13][C:14](=[O:23])[C:15]2[CH:20]=[CH:19][C:18]([CH3:21])=[C:17]([O:22][C:38]3[CH:37]=[CH:36][N:35]=[C:34]([Cl:33])[CH:39]=3)[CH:16]=2)[CH:12]=1)([CH3:6])([CH3:4])[CH3:5] |f:0.1|. Run at temperature 110 celsius, time 8 hour. Reactants: OC1=CC=C2CCC(CC2=C1)=O (7-hydroxy-2-tetralone), ClC1=NC=C(C(=O)N)C=C1 (6-chloronicotinamide), C(=O)([O-])[O-].[K+].[K+] (K2CO3). Product: O=C1CCC=2C=CC(=CC2C1)OC1=NC=C(C(=O)N)C=C1 (6-(7-Oxo-5,6,7,8-tetrahydro-naphthalen-2-yloxy)-nicotinamide). The yield is 22.7%. As a reaction SMILES: [OH:1][C:2]1[CH:11]=[C:10]2[C:5]([CH2:6][CH2:7][C:8](=[O:12])[CH2:9]2)=[CH:4][CH:3]=1.Cl[C:14]1[CH:22]=[CH:21][C:17]([C:18]([NH2:20])=[O:19])=[CH:16][N:15]=1.C([O-])([O-])=O.[K+].[K+]>>[O:1]=[C:2]1[CH2:11][C:10]2[CH:9]=[C:8]([O:12][C:14]3[CH:22]=[CH:21][C:17]([C:18]([NH2:20])=[O:19])=[CH:16][N:15]=3)[CH:7]=[CH:6][C:5]=2[CH2:4][CH2:3]1 |f:2.3.4|. Procedure details: Using a method similar to Example A, using 7-hydroxy-2-tetralone (1.88 g, 11.6 mmol), 6-chloronicotinamide (1.81 g, 11.6 mmol) and K2CO3 (2.40 g, 17.4 mmol) gives the title compound (742 mg), after purification on silica gel (30% THF/DCM), as an amber foam. Mass spectrum (ion spray): m/z=283 (M+1); 1HNMR (DMSO-d): 8.57 (s, 1H), 8.23 (d, 1H), 8.01 (s, 1H), 7.46 (s, 1H), 7.30 (d, 2H), 7.05 (d, 1H), 6.96 (m, 2H), 3.59 (s, 2H), 3.02 (t, 2H), 2.45 (t, 2H). Reactants: C(\C=C(/C)\CCC=C(C)C)CC(C)=O (geranylacetone), C(#N)CC(=O)OCC (ethyl cyanoacetate), C(C)(=O)[O-].[NH4+] (ammonium acetate), C(C)(=O)O (acetic acid). The solvent is C1=CC=CC=C1 (benzene). Reaction conditions: time 1 hour. Product: C(#N)C(C(=O)OCC)C(CC\C=C(\CCC=C(C)C)/C)C (ethyl (E)-2-cyano-3,7,11-trimethyl-6,10-dodecadienoate). Yield: 78.7%. RXN SMILES: [CH2:1]([CH2:11][C:12](=O)[CH3:13])/[CH:2]=[C:3](/[CH2:5][CH2:6][CH:7]=[C:8]([CH3:10])[CH3:9])\[CH3:4].[C:15]([CH2:17][C:18]([O:20][CH2:21][CH3:22])=[O:19])#[N:16].C([O-])(=O)C.[NH4+].C(O)(=O)C>C1C=CC=CC=1>[C:15]([CH:17]([CH:12]([CH3:13])[CH2:11][CH2:1]/[CH:2]=[C:3](\[CH3:4])/[CH2:5][CH2:6][CH:7]=[C:8]([CH3:10])[CH3:9])[C:18]([O:20][CH2:21][CH3:22])=[O:19])#[N:16] |f:2.3|. Procedure: In 200 ml of benzene was dissolved 50 g of geranylacetone, and 42 g of ethyl cyanoacetate, and then 6 g of ammonium acetate and 6 g of acetic acid were added to the solution. The mixture was refluxed for 8 hours while removing the water formed by the reaction. The liquid reaction mixture was washed with water and dried, and a solution of 5.7 g of sodium borohydride in 40 ml of ethanol was added dropwise to the liquid reaction mixture at 10° to 20° C. under agitation. The mixture was stirred for ... The reactants are C=C1CC(=O)O1 (diketene), [OH-].[Na+] (sodium hydroxide), C(Cl)(Cl)Cl (chloroform), Br.BrCCN (2-bromoethylamine hydrobromide). Run in O (water), O (water). Run at time 1 hour. Yields the product BrCCNC(CC(=O)C)=O (N-(2-bromoethyl)acetoacetamide). RXN SMILES: [CH2:1]=[C:2]1[O:6][C:4](=[O:5])[CH2:3]1.C(Cl)(Cl)Cl.Br.[Br:12][CH2:13][CH2:14][NH2:15].[OH-].[Na+]>O>[Br:12][CH2:13][CH2:14][NH:15][C:4](=[O:5])[CH2:3][C:2]([CH3:1])=[O:6] |f:2.3,4.5|. Procedure details: To a solution of 8.4 g. (0.1 mole) of diketene in 150 ml. of chloroform is added 21 g. (0.11 mole) of 2-bromoethylamine hydrobromide in 30 ml. of water, and the resulting mixture stirred vigorously at 0° C. while 4.1 g. (0.11 mole) of sodium hydroxide in 20 ml. of water is added dropwise over a period of 20 minutes. The reaction mixture is allowed to stir at room temperature for 1 hour, after which the chloroform layer is separated, dried over anhydrous sodium sulfate and concentrated to dryness... Reactants: COC(=O)c1c2c(c(OC)c(=O)n1CC(=O)OC(C)(C)C)C(=O)N(Cc1ccc(F)c(Cl)c1)CC2, [Li+], C1CCOC1, [OH-], O, O. Product: COc1c2c(c(C(=O)O)n(CC(=O)OC(C)(C)C)c1=O)CCN(Cc1ccc(F)c(Cl)c1)C2=O. As a reaction SMILES: [C:1]([CH3:2])([CH3:3])([CH3:4])[O:5][C:6]([CH2:7][n:8]1[c:9]([C:31](=[O:32])[O:33][CH3:34])[c:10]2[c:15]([c:16]([O:19][CH3:20])[c:17]1=[O:18])[C:14](=[O:21])[N:13]([CH2:22][c:23]1[cH:24][c:25]([Cl:30])[c:26]([F:29])[cH:27][cH:28]1)[CH2:12][CH2:11]2)=[O:35].[Li+:38].[O:39]1[CH2:40][CH2:41][CH2:42][CH2:43]1.[OH-:37].[OH2:36].[OH2:44]>>[C:1]([CH3:2])([CH3:3])([CH3:4])[O:5][C:6]([CH2:7][n:8]1[c:9]([C:31](=[O:32])[OH:33])[c:10]2[c:15]([c:16]([O:19][CH3:20])[c:17]1=[O:18])[C:14](=[O:21])[N:13]([CH2:22][c:23]1[cH:24][c:25]([Cl:30])[c:26]([F:29])[cH:27][cH:28]1)[CH2:12][CH2:11]2)=[O:35]. The product is CCCc1oc(-c2ccccc2)nc1CO. Starting materials: CCCc1oc(-c2ccccc2)nc1COCOC, CCOC(C)=O, C1CCOC1, O=S(=O)(O)O. As a reaction SMILES: [CH3:1][O:2][CH2:3][O:4][CH2:5][c:6]1[n:7][c:8](-[c:14]2[cH:15][cH:16][cH:17][cH:18][cH:19]2)[o:9][c:10]1[CH2:11][CH2:12][CH3:13].[CH3:30][CH2:31][O:32][C:33](=[O:34])[CH3:35].[O:25]1[CH2:26][CH2:27][CH2:28][CH2:29]1.[S:20](=[O:21])(=[O:22])([OH:23])[OH:24]>>[OH:4][CH2:5][c:6]1[n:7][c:8](-[c:14]2[cH:15][cH:16][cH:17][cH:18][cH:19]2)[o:9][c:10]1[CH2:11][CH2:12][CH3:13]. The reactants are Cc1cc(-c2ccc(C(F)(F)F)cc2)nc(-n2cc(Br)nc2C)n1, CC1(C)OB(c2ccc(N)nc2)OC1(C)C. The product is Cc1cc(-c2ccc(C(F)(F)F)cc2)nc(-n2cc(-c3ccc(N)nc3)nc2C)n1. As a reaction SMILES: [Br:1][c:2]1[n:3][c:4]([CH3:24])[n:5](-[c:7]2[n:8][c:9](-[c:14]3[cH:15][cH:16][c:17]([C:20]([F:21])([F:22])[F:23])[cH:18][cH:19]3)[cH:10][c:11]([CH3:13])[n:12]2)[cH:6]1.[NH2:25][c:26]1[n:27][cH:28][c:29]([B:32]2[O:33][C:34]([CH3:35])([CH3:36])[C:37]([CH3:38])([CH3:39])[O:40]2)[cH:30][cH:31]1>>[c:2]1(-[c:29]2[cH:28][n:27][c:26]([NH2:25])[cH:31][cH:30]2)[n:3][c:4]([CH3:24])[n:5](-[c:7]2[n:8][c:9](-[c:14]3[cH:15][cH:16][c:17]([C:20]([F:21])([F:22])[F:23])[cH:18][cH:19]3)[cH:10][c:11]([CH3:13])[n:12]2)[cH:6]1.